From a dataset of the Open Reaction Database (ORD), a public repository of structured organic reaction records. describe an organic reaction: reactants, conditions, products, and yield The reactants are C(C)(C)(C)OC(=O)N1C(COCC1)C(=O)O (4-(tert-Butoxycarbonyl)morpholine-3-carboxylic acid), N1=CC=CC=C1 (pyridine), C(=O)(OC(C)(C)C)OC(=O)OC(C)(C)C (di-t-butyl dicarbonate), NH4HCO3. The solvent is O1CCOCC1 (dioxane). Conditions: time 20 hour. Product: NC(=O)C1N(CCOC1)C(=O)OC(C)(C)C (tert-Butyl 3-(aminocarbonyl)morpholine-4-carboxylate). RXN SMILES: [C:1]([O:5][C:6]([N:8]1[CH2:13][CH2:12][O:11][CH2:10][CH:9]1[C:14]([OH:16])=O)=[O:7])([CH3:4])([CH3:3])[CH3:2].[N:17]1C=CC=CC=1.C(OC(OC(C)(C)C)=O)(OC(C)(C)C)=O>O1CCOCC1>[NH2:17][C:14]([CH:9]1[CH2:10][O:11][CH2:12][CH2:13][N:8]1[C:6]([O:5][C:1]([CH3:4])([CH3:3])[CH3:2])=[O:7])=[O:16]. Procedure: To a stirred solution of the compound prepared in Step 1 (1 eq.), pyridine (0.6 eq.) and di-t-butyl dicarbonate (1.3 eq.) in dioxane (0.6 M), NH4HCO3 (1.26 eq.) was added and the mixture was stirred at room temperature for 20 hours. Mixture was concentrated, taken up in EtOAc and washed with water and brine. Organics were dried over Na2SO4 and evaporated giving the title product as an oil which crystallized at room temperature. The reactants are C(C)(C)(C)OC(NC1CCN(CC1)C=1N(C(C(=C(N1)C1=CC(=C(C=C1)C#N)F)Cl)=O)C)=O ({1-[5-chloro-4-(4-cyano-3-fluoro-phenyl)-1-methyl-6-oxo-1,6-dihydro-pyrimidin-2-yl]-piperidin-4-yl}-carbamic acid tert-butyl ester), Cl (HCl). The solvent is CC(OCC)=O (EA), CC(OCC)=O (EA). Conditions: time 2 hour. The product is NC1CCN(CC1)C=1N(C(C(=C(N1)C1=CC(=C(C#N)C=C1)F)Cl)=O)C (4-[2-(4-aminopiperidin-1-yl)-5-chloro-1-methyl-6-oxopyrimidin-4-yl]-2-fluorobenzonitrile). Isolated yield 100.5%. RXN SMILES: C(OC(=O)[NH:7][CH:8]1[CH2:13][CH2:12][N:11]([C:14]2[N:15]([CH3:31])[C:16](=[O:30])[C:17]([Cl:29])=[C:18]([C:20]3[CH:25]=[CH:24][C:23]([C:26]#[N:27])=[C:22]([F:28])[CH:21]=3)[N:19]=2)[CH2:10][CH2:9]1)(C)(C)C.Cl>CC(=O)OCC>[NH2:7][CH:8]1[CH2:13][CH2:12][N:11]([C:14]2[N:15]([CH3:31])[C:16](=[O:30])[C:17]([Cl:29])=[C:18]([C:20]3[CH:25]=[CH:24][C:23]([C:26]#[N:27])=[C:22]([F:28])[CH:21]=3)[N:19]=2)[CH2:10][CH2:9]1. Reported procedure: To a solution of {1-[5-chloro-4-(4-cyano-3-fluoro-phenyl)-1-methyl-6-oxo-1,6-dihydro-pyrimidin-2-yl]-piperidin-4-yl}-carbamic acid tert-butyl ester (150 mg, 0.33 mmol) in EA (5 mL) was added a 5N HCl solution in EA (5 mL). The reaction mixture was stirred at RT for 2 h, and the solvent was concentrated in vacuo to give 120 mg of the title product as HCl salt (94%). 1H NMR (400 MHz, CD3OD): δ 1.67-1.72 (m, 2H), 2.02-2.06 (m, 2H), 3.13-3.16 (m, 2H), 3.34-3.38 (m, 1H), 3.42 (s, 3H), 3.98-4.02 (m, 2... Reactants: CCC#CC(=O)OCC, N#Cc1ccccc1, N#Cc1ccccc1, Cl[Pd]Cl, COCOc1cccc(I)c1, [K+], [K+], O=C([O-])[O-], CN(C)C=O, OB(O)c1ccccc1. The product is CCOC(=O)C(=C(CC)c1ccccc1)c1cccc(OCOC)c1. Reaction SMILES: [C:1]([C:2]#[C:3][CH2:4][CH3:5])(=[O:6])[O:7][CH2:8][CH3:9].[C:44]([c:45]1[cH:46][cH:47][cH:48][cH:49][cH:50]1)#[N:51].[C:52]([c:53]1[cH:54][cH:55][cH:56][cH:57][cH:58]1)#[N:59].[Cl:41][Pd:42][Cl:43].[I:10][c:11]1[cH:12][c:13]([O:17][CH2:18][O:19][CH3:20])[cH:14][cH:15][cH:16]1.[K+:30].[K+:31].[O-:32][C:33]([O-:34])=[O:35].[O:36]=[CH:37][N:38]([CH3:39])[CH3:40].[OH:21][B:22]([OH:23])[c:24]1[cH:25][cH:26][cH:27][cH:28][cH:29]1>>[C:1]([C:2](=[C:3]([CH2:4][CH3:5])[c:24]1[cH:25][cH:26][cH:27][cH:28][cH:29]1)[c:11]1[cH:12][c:13]([O:17][CH2:18][O:19][CH3:20])[cH:14][cH:15][cH:16]1)(=[O:6])[O:7][CH2:8][CH3:9].